From a dataset of the Open Reaction Database (ORD), a public repository of structured organic reaction records. describe an organic reaction: reactants, conditions, products, and yield Reactants: CC([C@@H](C(=O)NC)NC(=O)N1N=C(C=2CN(CCC21)C)C2=C(C=C(C(=C2)F)F)F)(C)C ((S)-N-(3,3-dimethyl-1-(methylamino)-1-oxobutan-2-yl)-5-methyl-3-(2,4,5-trifluorophenyl)-4,5,6,7-tetrahydro-1H-pyrazolo[4,3-c]pyridine-1-carboxamide), FC=1C=C(C=CC1F)C1=NNC2=C1CN(CC2)C(=O)OC(C)(C)C (tert-butyl 3-(3,4-difluorophenyl)-6,7-dihydro-1H-pyrazolo[4,3-c]pyridine-5(4H)-carboxylate), N[C@H](C(=O)NCCO)C(C)(C)C ((S)-2-amino-N-(2-hydroxyethyl)-3,3-dimethylbutanamide). Product: FC=1C=C(C=CC1F)C1=NN(C2=C1CN(CC2)C)C(=O)N[C@H](C(=O)NCCO)C(C)(C)C ((S)-3-(3,4-difluorophenyl)-N-(1-(2-hydroxyethylamino)-3,3-dimethyl-1-oxobutan-2-yl)-5-methyl-4,5,6,7-tetrahydro-1H-pyrazolo[4,3-c]pyridine-1-carboxamide). Reaction SMILES: [CH3:1][C:2]([CH3:31])([CH3:30])[C@H:3]([NH:8][C:9]([N:11]1[C:19]2[CH2:18][CH2:17][N:16]([CH3:20])[CH2:15][C:14]=2[C:13]([C:21]2[CH:26]=[C:25]([F:27])[C:24]([F:28])=[CH:23][C:22]=2F)=[N:12]1)=[O:10])[C:4]([NH:6][CH3:7])=[O:5].FC1C=C(C2C3CN([C:49](OC(C)(C)C)=[O:50])CCC=3NN=2)C=CC=1F.N[C@@H](C(C)(C)C)C(NCCO)=O>>[F:27][C:25]1[CH:26]=[C:21]([C:13]2[C:14]3[CH2:15][N:16]([CH3:20])[CH2:17][CH2:18][C:19]=3[N:11]([C:9]([NH:8][C@@H:3]([C:2]([CH3:31])([CH3:1])[CH3:30])[C:4]([NH:6][CH2:7][CH2:49][OH:50])=[O:5])=[O:10])[N:12]=2)[CH:22]=[CH:23][C:24]=1[F:28]. Procedure: Compound 98 was prepared according to the procedure for the synthesis of compound 37 by replacing intermediate 19 with intermediate 15, and replacing tert-leucine methylamide with intermediate 23. LCMS (+ESI) m/z=450.3 [M+H]+. 1H NMR (CDCl3) δ 7.89 (d, J=9.1 Hz, 1H), 7.52 (t, J=4 Hz, 1H), 7.40 (br, 1H), 7.23 (q, J=8.9 Hz, 1H), 4.20 (d, J=9.1 Hz, 1H), 3.69 (s, 2H), 3.56 (s, 2H), 3.42 (s, 2H), 3.16 (s, 2H), 2.74 (t, J=5.5 Hz, 2H), 2.52 (s, 3H), 1.06 (s, 9H). Purity: 96%. Reactants: CCCC12CCC(CCCCC#C[Si](C)(C)C)(OC1)OC2, CCCC[N+](CCCC)(CCCC)CCCC, [F-], C1CCOC1. Yields the product C#CCCCCC12CCC(CCC)(CO1)CO2. RXN SMILES: [CH2:19]([CH2:20][CH3:21])[C:22]12[CH2:23][O:24][C:25]([CH2:30][CH2:31][CH2:32][CH2:33][C:34]#[C:35][Si:36]([CH3:37])([CH3:38])[CH3:39])([O:26][CH2:27]1)[CH2:28][CH2:29]2.[CH3:2][CH2:3][CH2:4][CH2:5][N+:6]([CH2:7][CH2:8][CH2:9][CH3:10])([CH2:11][CH2:12][CH2:13][CH3:14])[CH2:15][CH2:16][CH2:17][CH3:18].[F-:1].[O:40]1[CH2:41][CH2:42][CH2:43][CH2:44]1>>[CH2:19]([CH2:20][CH3:21])[C:22]12[CH2:23][O:24][C:25]([CH2:30][CH2:31][CH2:32][CH2:33][C:34]#[CH:35])([O:26][CH2:27]1)[CH2:28][CH2:29]2. The reactants are IC1=C2C(=NC=C1)C=NN2 (7-iodo-1H-pyrazolo[4,3-b]pyridine), ClCC1=CC=C(C=C1)OC (1-(chloromethyl)-4-methoxybenzene). The solvent is CN(C)C=O (DMF). Yields the product IC1=C2C(=NC=C1)C=NN2CC2=CC=C(C=C2)OC (7-iodo-1-(4-methoxybenzyl)-1H-pyrazolo[4,3-b]pyridine), IC=1C=2C(N=CC1)=CN(N2)CC2=CC=C(C=C2)OC (7-iodo-2-(4-methoxybenzyl)-2H-pyrazolo[4,3-b]pyridine). As a reaction SMILES: [I:1][C:2]1[CH:7]=[CH:6][N:5]=[C:4]2[CH:8]=[N:9][NH:10][C:3]=12.Cl[CH2:12][C:13]1[CH:18]=[CH:17][C:16]([O:19][CH3:20])=[CH:15][CH:14]=1>CN(C=O)C>[I:1][C:2]1[CH:7]=[CH:6][N:5]=[C:4]2[CH:8]=[N:9][N:10]([CH2:12][C:13]3[CH:18]=[CH:17][C:16]([O:19][CH3:20])=[CH:15][CH:14]=3)[C:3]=12.[I:1][C:2]1[C:3]2[C:4](=[CH:8][N:9]([CH2:12][C:13]3[CH:18]=[CH:17][C:16]([O:19][CH3:20])=[CH:15][CH:14]=3)[N:10]=2)[N:5]=[CH:6][CH:7]=1. Reported procedure: To 7-iodo-1H-pyrazolo[4,3-b]pyridine (500 mg, 2.041 mmol) in DMF (10 mL) at 0° C. was added 1-(chloromethyl)-4-methoxybenzene (0.292 mL, 2.143 mmol) and the reaction was allowed to warm to room temperature over 1 hour. The reaction mixture was then quenched with saturated ammonium chloride solution and extracted with ethyl acetate (50 mL×2). The organic layers were dried over sodium sulfate and concentrated to give a residue which was loaded onto silica and purified using a 0-77% gradient of eth... The reactants are C(C1=CC=CC=C1)(=O)N1CCN(CC1)C1=CC=C(C(=C1)NC1=CC=CC=C1)N (5-(4-benzoylpiperazin-1-yl)-N1-phenylbenzene-1,2-diamine), C=O (paraformaldehyde), C(C)(=O)O[BH-](OC(C)=O)OC(C)=O.[Na+] (Sodium triacetoxyborohydride). The reagents and catalysts are C(C)(=O)O (acetic acid). The solvent is ClCCCl (1,2-dichloroethane). Conditions: time 5 hour. Product: CNC1=C(C=C(C=C1)N1CCN(CC1)C(=O)C1=CC=CC=C1)NC1=CC=CC=C1 ((4-(4-(Methylamino)-3-(phenylamino)phenyl)piperazin-1-yl)(phenyl)methanone). Isolated yield 10.1%. RXN SMILES: [C:1]([N:9]1[CH2:14][CH2:13][N:12]([C:15]2[CH:20]=[C:19]([NH:21][C:22]3[CH:27]=[CH:26][CH:25]=[CH:24][CH:23]=3)[C:18]([NH2:28])=[CH:17][CH:16]=2)[CH2:11][CH2:10]1)(=[O:8])[C:2]1[CH:7]=[CH:6][CH:5]=[CH:4][CH:3]=1.C=O.[C:31](O[BH-](OC(=O)C)OC(=O)C)(=O)C.[Na+]>C(O)(=O)C.ClCCCl>[CH3:31][NH:28][C:18]1[CH:17]=[CH:16][C:15]([N:12]2[CH2:13][CH2:14][N:9]([C:1]([C:2]3[CH:7]=[CH:6][CH:5]=[CH:4][CH:3]=3)=[O:8])[CH2:10][CH2:11]2)=[CH:20][C:19]=1[NH:21][C:22]1[CH:27]=[CH:26][CH:25]=[CH:24][CH:23]=1 |f:2.3|. Reported procedure: A suspension of 5-(4-benzoylpiperazin-1-yl)-N1-phenylbenzene-1,2-diamine (0.2 g, 0.54 mmol), paraformaldehyde (0.025 g, 1.01 mmol), and 6 drops of acetic acid in 10 ml 1,2-dichloroethane was stirred at room temperature for 5 hours. Sodium triacetoxyborohydride (0.45 g, 2.2 mmol) was added and stirred overnight before quenching with 10 ml water. The mixture was extracted with ethyl acetate (3×20 ml) and dried over anhydrous sodium sulfate. ((4-(4-(Methylamino)-3-(phenylamino)phenyl)piperazin-1-yl... Starting materials: C(C=1C(O)=CC=CC1)(=O)O (salicylic acid), C(O)CN (monoethanolamine), C(C=1C(O)=CC=CC1)(=O)O (salicylic acid), C(O)CN (monoethanolamine), C(C=1C(O)=CC=CC1)(=O)O (salicylic acid), C(O)CN (monoethanolamine), glass. The solvent is C(C)O (ethyl alcohol). Product: C(C=1C(O)=CC=CC1)(=O)O.C(O)CN (Monoethanolamine Salicylate). Reaction SMILES: [C:1]([OH:10])(=[O:9])[C:2]1[C:3](=[CH:5][CH:6]=[CH:7][CH:8]=1)[OH:4].[CH2:11]([CH2:13][NH2:14])[OH:12]>C(O)C>[C:1]([OH:10])(=[O:9])[C:2]1[C:3](=[CH:5][CH:6]=[CH:7][CH:8]=1)[OH:4].[CH2:11]([CH2:13][NH2:14])[OH:12] |f:3.4|. Procedure: In a 100 ml glass, heat 50 g of ethyl alcohol (C16H34O) to 40° C. and maintain temperature. Slowly add, while stirring, 5 g of salicylic acid (C7H6O3) until dissolved. Add 2 g of monoethanolamine (C2H7NO) until completely mixed. Repeat above process of sequentially adding salicylic acid and monoethanolamine until a total of 20 g of salicylic acid and 8 g of monoethanolamine have been added. Remove heat source and allow to cool. After cooling, test pH of the compound. If pH is not equal to 7.0, s... Isolated yield 54.7%. The solvent is CO (methanol). As a reaction SMILES: Cl[C:2]1[CH:7]=[CH:6][CH:5]=[CH:4][C:3]=1/[CH:8]=[CH:9]/[C:10](=O)[CH3:11].[ClH:13].[NH2:14][OH:15].[OH-].[Na+]>CO>[Cl:13][C:6]1[CH:5]=[CH:4][C:3]([CH:8]=[CH:9][C:10](=[N:14][OH:15])[CH3:11])=[CH:2][CH:7]=1 |f:1.2,3.4|. Procedure: In a 250 ml single neck flask was charged 5.4 g (29.9 mmoles, 1.0 eq.) of (E)-4-(2-chlorophenyl)-3-buten-2-one and 5.2 g (75.4 mmoles, 2.5 eq) of hydroxylamine hydrochloride and 6 g of 50% sodium hydroxide (75 mmoles, 2.5 eq) and 100 ml of methanol. The reaction mixture was stirred at reflux for 2 hours. The reaction mixture was concentrated, diluted with water (50 ml), and then extracted with ethyl acetate (2×50 ml). The organic phase was dried and concentrated, to obtain 3.2 g of 4-(4-chloroph... The product is ClC1=CC=C(C=C1)C=CC(C)=NO (4-(4-chlorophenyl)-3-buten-2-one 2-oxime). Starting materials: ClC1=C(C=CC=C1)/C=C/C(C)=O ((E)-4-(2-chlorophenyl)-3-buten-2-one), Cl.NO (hydroxylamine hydrochloride), [OH-].[Na+] (sodium hydroxide). The product is NC=1SC=C(N1)CC(=O)N[C@H]1[C@@H]2N(C(=C(CS2)CSC2=NN=NN2CCN(C)C)C(=O)O)C1=O (7β-[ 2-(2-aminothiazol-4-yl) acetamido]-3-[1-(2-dimethylaminoethyl)-1H-tetrazol-5-yl]thiomethyl-3-cephem-4-carboxylic acid). Reported procedure: In a mixture of 4 ml of formamide and 4 ml of acetonitrole was suspended 423 mg of sodium 7β-[2-(2-aminothiazol-4-yl)acetamido]-3-hydroxymethyl-3-cephem-4-carboxylate.dihydrate. To the suspension were added in sequence 315 mg of 1-(2-dimethylaminoethyl)-5-mercapto-1H-tetrazole hydrochloride, 0.45 ml of trimethyl phosphite and 0.20 ml of ether solution of hydrogen chloride (5 mol./l). The mixture was stirred at 20~25° C. for 1.5 hour, and there was added 5 ml of water, followed by concentration u... Starting materials: NC=1SC=C(N1)CC(=O)N[C@H]1[C@@H]2N(C(=C(CS2)CO)C(=O)[O-])C1=O.[Na+] (sodium 7β-[2-(2-aminothiazol-4-yl)acetamido]-3-hydroxymethyl-3-cephem-4-carboxylate), Cl.CN(CCN1N=NN=C1S)C (1-(2-dimethylaminoethyl)-5-mercapto-1H-tetrazole hydrochloride), P(OC)(OC)OC (trimethyl phosphite), Cl (hydrogen chloride), dihydrate. As a reaction SMILES: [NH2:1][C:2]1[S:3][CH:4]=[C:5]([CH2:7][C:8]([NH:10][C@@H:11]2[C:23](=[O:24])[N:13]3[C:14]([C:20]([O-:22])=[O:21])=[C:15]([CH2:18]O)[CH2:16][S:17][C@H:12]23)=[O:9])[N:6]=1.[Na+].Cl.[CH3:27][N:28]([CH3:37])[CH2:29][CH2:30][N:31]1[C:35]([SH:36])=[N:34][N:33]=[N:32]1.P(OC)(OC)OC.Cl>C(N)=O.O.CCOCC>[NH2:1][C:2]1[S:3][CH:4]=[C:5]([CH2:7][C:8]([NH:10][C@@H:11]2[C:23](=[O:24])[N:13]3[C:14]([C:20]([OH:22])=[O:21])=[C:15]([CH2:18][S:36][C:35]4[N:31]([CH2:30][CH2:29][N:28]([CH3:37])[CH3:27])[N:32]=[N:33][N:34]=4)[CH2:16][S:17][C@H:12]23)=[O:9])[N:6]=1 |f:0.1,2.3|. Run in CCOCC (ether), O (water), C(=O)N (formamide). Conditions: time 1.5 hour. The product is CC(SC1COC(c2ccc(C(=O)NCc3cccc4ccccc34)cc2)OC1)C(O)(Cn1cncn1)c1ccc(F)cc1F. As a reaction SMILES: [CH3:13][Al:14]([CH3:15])[CH3:16].[F:17][c:18]1[c:19]([C:25]([CH:26]([CH3:27])[S:28][CH:29]2[CH2:30][O:31][CH:32]([c:35]3[cH:36][cH:37][c:38]([C:39](=[O:40])[O:41][CH3:42])[cH:43][cH:44]3)[O:33][CH2:34]2)([CH2:45][n:46]2[n:47][cH:48][n:49][cH:50]2)[OH:51])[cH:20][cH:21][c:22]([F:24])[cH:23]1.[c:1]1([CH2:11][NH2:12])[cH:2][cH:3][cH:4][c:5]2[cH:6][cH:7][cH:8][cH:9][c:10]12>>[c:1]1([CH2:11][NH:12][C:39]([c:38]2[cH:37][cH:36][c:35]([CH:32]3[O:31][CH2:30][CH:29]([S:28][CH:26]([C:25]([c:19]4[c:18]([F:17])[cH:23][c:22]([F:24])[cH:21][cH:20]4)([CH2:45][n:46]4[n:47][cH:48][n:49][cH:50]4)[OH:51])[CH3:27])[CH2:34][O:33]3)[cH:44][cH:43]2)=[O:40])[cH:2][cH:3][cH:4][c:5]2[cH:6][cH:7][cH:8][cH:9][c:10]12. Starting materials: C[Al](C)C, COC(=O)c1ccc(C2OCC(SC(C)C(O)(Cn3cncn3)c3ccc(F)cc3F)CO2)cc1, NCc1cccc2ccccc12. Run at time 1 hour. Solvent: C1=CC=CC=C1 (benzene). RXN SMILES: [F:1][C:2]1[CH:21]=[CH:20][C:5]([O:6][C@@H:7]2[CH2:12][CH2:11][N:10](C)[CH2:9][C@H:8]2[C:14]2[CH:19]=[CH:18][CH:17]=[CH:16][CH:15]=2)=[CH:4][CH:3]=1.C(=O)([O-])[O-].[K+].[K+].Cl[C:29]([O:31][CH2:32][CH3:33])=[O:30]>C1C=CC=CC=1>[CH2:32]([O:31][C:29]([N:10]1[CH2:11][CH2:12][C@@H:7]([O:6][C:5]2[CH:4]=[CH:3][C:2]([F:1])=[CH:21][CH:20]=2)[C@H:8]([C:14]2[CH:19]=[CH:18][CH:17]=[CH:16][CH:15]=2)[CH2:9]1)=[O:30])[CH3:33] |f:1.2.3|. The product is C(C)OC(=O)N1C[C@H]([C@@H](CC1)OC1=CC=C(C=C1)F)C1=CC=CC=C1 (Trans-1-ethoxycarbonyl-4-(4-fluorophenoxy)-3-phenylpiperidine). Procedure: A mixture of 3.49 g of trans-4-(4-fluorophenoxy)-1-methyl-3-phenylpiperidine of Example 30, 2.53 g of anhydrous potassium carbonate, and 28 ml of dry benzene are treated all at once under a nitrogen atmosphere with 1.75 ml of ethyl chloroformate. After 1 hour at ambient temperature, the mixture is refluxed 18 hours, then cooled and partitioned between ether and water. The phases are separated and the aqueous phase is extracted with ether. The combined ether extracts are washed with 2 N HCl solut... Reactants: FC1=CC=C(O[C@H]2[C@@H](CN(CC2)C)C2=CC=CC=C2)C=C1 (trans-4-(4-fluorophenoxy)-1-methyl-3-phenylpiperidine), C([O-])([O-])=O.[K+].[K+] (potassium carbonate), ClC(=O)OCC (ethyl chloroformate).